Dataset: the Open Reaction Database (ORD), a public repository of structured organic reaction records. Task: describe an organic reaction: reactants, conditions, products, and yield Reactants: C([O-])([O-])=O.[K+].[K+] (potassium carbonate), C(CCC)C=1NC(=C(N1)I)C=O (2-butyl-4-iodoimidazole-5-carboxaldehyde), BrCC1=CC=C(C2=CC=CC=C12)C(=O)OC (methyl 4-bromomethylnaphthalene-1-carboxylate), bromomethyl ester, O (water). Solvent: CN(C=O)C (dimethylformamide). Run at temperature 70 celsius, time 15 hour. Yields the product COC(=O)C1=CC=C(C2=CC=CC=C12)CN1C(=NC(=C1C=O)I)CCCC (methyl-4-[(2-butyl-5-formyl-4-iodo-1H-imidazol-1-yl)methyl]naphthalene-1-carboxylate). Yield: 85.2%. RXN SMILES: C(=O)([O-])[O-].[K+].[K+].[CH2:7]([C:11]1[NH:12][C:13]([CH:17]=[O:18])=[C:14]([I:16])[N:15]=1)[CH2:8][CH2:9][CH3:10].Br[CH2:20][C:21]1[C:30]2[C:25](=[CH:26][CH:27]=[CH:28][CH:29]=2)[C:24]([C:31]([O:33][CH3:34])=[O:32])=[CH:23][CH:22]=1.O>CN(C)C=O>[CH3:34][O:33][C:31]([C:24]1[C:25]2[C:30](=[CH:29][CH:28]=[CH:27][CH:26]=2)[C:21]([CH2:20][N:12]2[C:13]([CH:17]=[O:18])=[C:14]([I:16])[N:15]=[C:11]2[CH2:7][CH2:8][CH2:9][CH3:10])=[CH:22][CH:23]=1)=[O:32] |f:0.1.2|. Reported procedure: A suspension of 29.53 g (0.214 mol) of powdered potassium carbonate, 60.00 g (0.214 mol) of 2-butyl-4-iodoimidazole-5-carboxaldehyde and 65.68 g (0.235 mol) of methyl 4-bromomethylnaphthalene-1-carboxylate (E. A. Dixon, A. Fischer, and F. P. Robinson, Can. J. Chem, 59, 2629 (1981)) in 600 mL of dimethylformamide was stirred for 5 hours under argon at 70° C. An additional 6.56 g (0.0235 mol) of the bromomethyl ester was added and the suspension was stirred an additional 15 hours at 70° C. The rea...